Dataset: the Open Reaction Database (ORD), a public repository of structured organic reaction records. Task: describe an organic reaction: reactants, conditions, products, and yield The reactants are FC1=CC=C(C=C1)CC(C1=CC=CC=C1)N (2-(4-fluoro-phenyl)-1-phenyl-ethylamine), ClCCN=C=O (2-chloroethyl isocyanate). Solvent: C1CCOC1 (THF). Conditions: time 8 hour. Product: O1C(=NCC1)NC(CC1=CC=C(C=C1)F)C1=CC=CC=C1 ((4,5-Dihydro-oxazol-2-yl)-[2-(4-fluoro-phenyl)-1-phenyl-ethyl]-amine). Isolated yield 65.6%. RXN SMILES: [F:1][C:2]1[CH:7]=[CH:6][C:5]([CH2:8][CH:9]([NH2:16])[C:10]2[CH:15]=[CH:14][CH:13]=[CH:12][CH:11]=2)=[CH:4][CH:3]=1.Cl[CH2:18][CH2:19][N:20]=[C:21]=[O:22]>C1COCC1>[O:22]1[CH2:18][CH2:19][N:20]=[C:21]1[NH:16][CH:9]([C:10]1[CH:11]=[CH:12][CH:13]=[CH:14][CH:15]=1)[CH2:8][C:5]1[CH:4]=[CH:3][C:2]([F:1])=[CH:7][CH:6]=1. Procedure: A solution of 2-(4-fluoro-phenyl)-1-phenyl-ethylamine (1.50 g) in THF was treated dropwise with 2-chloroethyl isocyanate (0.89 g) at 0° C. After stirring overnight at room temperature the solvent was evaporated and the residue dissolved in dimethoxy ethane (25 ml). DBU (1,8-diazabicyclo[5.4.0]undec-7-en) was added (1.78 g) and the reaction mixture heated under reflux for 1 hour. Column chromatography on silica yielded 1.3 g of the title compound. The reactants are Cl.Cl.C(#N)C1=CC=C(C=C1)S(=O)(=O)N(CCN1CC2CNCC(C1)O2)C (4-cyano-N-methyl-N-[2-(9-oxa-3,7-diaza-bicyclo[3.3.1]non-3-yl)-ethyl]-benzenesulfonamide dihydrochloride), BrCCOC1=C(C=CC=C1)F (1-(2-bromo-ethoxy)-2-fluoro-benzene), C([O-])([O-])=O.[K+].[K+] (potassium carbonate), C(C)#N (acetonitrile). Run in O (water). Conditions: temperature 160 celsius. Yields the product C(#N)C1=CC=C(C=C1)S(=O)(=O)N(C)CCN1CC2CN(CC(C1)O2)CCOC2=C(C=CC=C2)F (4-Cyano-N-(2-{7-[2-(2-fluoro-phenoxy)-ethyl]-9-oxa-3,7-diaza-bicyclo[3.3.1]non-3-yl}-ethyl)-N-methyl-benzenesulfonamide). Isolated yield 58.0%. Reaction SMILES: Cl.Cl.[C:3]([C:5]1[CH:10]=[CH:9][C:8]([S:11]([N:14]([CH3:26])[CH2:15][CH2:16][N:17]2[CH2:24][CH:23]3[O:25][CH:19]([CH2:20][NH:21][CH2:22]3)[CH2:18]2)(=[O:13])=[O:12])=[CH:7][CH:6]=1)#[N:4].Br[CH2:28][CH2:29][O:30][C:31]1[CH:36]=[CH:35][CH:34]=[CH:33][C:32]=1[F:37].C(=O)([O-])[O-].[K+].[K+].C(#N)C>O>[C:3]([C:5]1[CH:10]=[CH:9][C:8]([S:11]([N:14]([CH2:15][CH2:16][N:17]2[CH2:24][CH:23]3[O:25][CH:19]([CH2:20][N:21]([CH2:28][CH2:29][O:30][C:31]4[CH:36]=[CH:35][CH:34]=[CH:33][C:32]=4[F:37])[CH2:22]3)[CH2:18]2)[CH3:26])(=[O:13])=[O:12])=[CH:7][CH:6]=1)#[N:4] |f:0.1.2,4.5.6|. Procedure: To 4-cyano-N-methyl-N-[2-(9-oxa-3,7-diaza-bicyclo[3.3.1]non-3-yl)-ethyl]-benzenesulfonamide dihydrochloride (0.127 g, 0.30 mmol, prep I above), 1-(2-bromo-ethoxy)-2-fluoro-benzene (0.069 g, 0.315 mmol;) and potassium carbonate (0.145 g, 1.05 mmol) was added acetonitrile (4 mL) and water (0.1 mL). The mixture was heated by microwave irradiation (10 minutes, 160° C.) and was then filtered and evaporated. The crude product was purified by chromatography on silica gel using methanol saturated with a... Starting materials: CCCC[Sn](CCCC)(CCCC)c1ccnnc1, Cc1cc(CC(=O)Nc2ccc(-c3cccc(F)c3)cn2)cnc1Cl, CN(C)C=O, c1ccc(P(c2ccccc2)(c2ccccc2)[Pd](P(c2ccccc2)(c2ccccc2)c2ccccc2)(P(c2ccccc2)(c2ccccc2)c2ccccc2)P(c2ccccc2)(c2ccccc2)c2ccccc2)cc1. The product is Cc1cc(CC(=O)Nc2ccc(-c3cccc(F)c3)cn2)cnc1-c1ccnnc1. Reaction SMILES: [CH2:26]([Sn:27]([CH2:28][CH2:29][CH2:30][CH3:37])([c:31]1[cH:32][n:33][n:34][cH:35][cH:36]1)[CH2:38][CH2:39][CH2:40][CH3:41])[CH2:42][CH2:43][CH3:44].[Cl:1][c:2]1[c:3]([CH3:25])[cH:4][c:5]([CH2:8][C:9](=[O:10])[NH:11][c:12]2[n:13][cH:14][c:15](-[c:18]3[cH:19][c:20]([F:24])[cH:21][cH:22][cH:23]3)[cH:16][cH:17]2)[cH:6][n:7]1.[O:122]=[CH:123][N:124]([CH3:125])[CH3:126].[cH:45]1[cH:46][cH:47][c:48]([P:49]([Pd:50]([P:51]([c:52]2[cH:53][cH:54][cH:55][cH:56][cH:57]2)([c:58]2[cH:59][cH:60][cH:61][cH:62][cH:63]2)[c:64]2[cH:65][cH:66][cH:67][cH:68][cH:69]2)([P:70]([c:71]2[cH:72][cH:73][cH:74][cH:75][cH:76]2)([c:77]2[cH:78][cH:79][cH:80][cH:81][cH:82]2)[c:83]2[cH:84][cH:85][cH:86][cH:87][cH:88]2)[P:89]([c:90]2[cH:91][cH:92][cH:93][cH:94][cH:95]2)([c:96]2[cH:97][cH:98][cH:99][cH:100][cH:101]2)[c:102]2[cH:103][cH:104][cH:105][cH:106][cH:107]2)([c:108]2[cH:109][cH:110][cH:111][cH:112][cH:113]2)[c:114]2[cH:115][cH:116][cH:117][cH:118][cH:119]2)[cH:120][cH:121]1>>[c:2]1(-[c:31]2[cH:32][n:33][n:34][cH:35][cH:36]2)[c:3]([CH3:25])[cH:4][c:5]([CH2:8][C:9](=[O:10])[NH:11][c:12]2[n:13][cH:14][c:15](-[c:18]3[cH:19][c:20]([F:24])[cH:21][cH:22][cH:23]3)[cH:16][cH:17]2)[cH:6][n:7]1. Starting materials: C(CCCCC)C(O)CN (n-hexyl ethanolamine), C(CCCCC)N (n-hexyl amine), C1CO1 (ethylene oxide), C(CCCCC)N (n-hexyl amine), C1CO1 (ethylene oxide). Yields the product C(CCCCC)NCCO (N-Hexyl Ethanolamine). Reaction SMILES: [CH2:1]([CH:7]([CH2:9][NH2:10])O)[CH2:2][CH2:3][CH2:4]CC.C(N)CCCCC.[CH2:18]1[O:20][CH2:19]1>>[CH2:9]([NH:10][CH2:18][CH2:19][OH:20])[CH2:7][CH2:1][CH2:2][CH2:3][CH3:4]. Procedure details: In an alternate synthesis scheme for n-hexyl ethanolamine, the ethoxylation steps remained the same as above in sequence, temperature and pressure. However, the preferred weight fraction of n-hexyl amine to ethylene oxide was lowered to approximately 88 pounds n-hexyl amine to 12 pounds ethylene oxide to yield 100 pounds of reaction mass. The weight ratio of mono to di ethoxylates in the reaction mass was approximately 4.0-4.2 mono to 1.0 di. The purification section was also the same except the... Reactants: COC(=O)C1(CS(=O)(=O)Cl)CCOCC1, c1cncc(-c2ccc(N3CCNCC3)cc2)c1. Product: COC(=O)C1(CS(=O)(=O)N2CCN(c3ccc(-c4cccnc4)cc3)CC2)CCOCC1. RXN SMILES: [CH3:19][O:20][C:21](=[O:22])[C:23]1([CH2:29][S:30](=[O:31])(=[O:32])[Cl:33])[CH2:24][CH2:25][O:26][CH2:27][CH2:28]1.[n:1]1[cH:2][c:3](-[c:7]2[cH:8][cH:9][c:10]([N:13]3[CH2:14][CH2:15][NH:16][CH2:17][CH2:18]3)[cH:11][cH:12]2)[cH:4][cH:5][cH:6]1>>[n:1]1[cH:2][c:3](-[c:7]2[cH:8][cH:9][c:10]([N:13]3[CH2:14][CH2:15][N:16]([S:30]([CH2:29][C:23]4([C:21]([O:20][CH3:19])=[O:22])[CH2:24][CH2:25][O:26][CH2:27][CH2:28]4)(=[O:31])=[O:32])[CH2:17][CH2:18]3)[cH:11][cH:12]2)[cH:4][cH:5][cH:6]1. The reactants are FC=1C=C(C=C(C1)F)C[C@@H](C=1N(C=CN1)C1=CC=C(C=C1)OC)NC(CN1N=C(C=2CCCCC12)C(F)(F)F)=O ((S)-N-(2-(3,5-difluorophenyl)-1-(1-(4-methoxyphenyl)-1H-imidazol-2-yl)ethyl)-2-(3-(trifluoromethyl)-4,5,6,7-tetrahydro-1H-indazol-1-yl)acetamide), Cl.ClC1=CC=C(C=C1)C1=C(N=CO1)C(CC1=CC(=CC(=C1)F)F)N (1-(5-(4-chlorophenyl)oxazol-4-yl)-2-(3,5-difluorophenyl)ethanamine hydrochloride), FC=1C=C2C(=CNC2=CC1)CC(=O)O (2-(5-fluoro-1H-indol-3-yl)acetic acid). Product: ClC1=CC=C(C=C1)C1=C(N=CO1)C(CC1=CC(=CC(=C1)F)F)NC(CC1=CNC2=CC=C(C=C12)F)=O (N-(1-(5-(4-chlorophenyl)oxazol-4-yl)-2-(3,5-difluorophenyl)ethyl)-2-(5-fluoro-1H-indol-3-yl)acetamide). As a reaction SMILES: FC1C=C(C[C@H](NC(=O)CN2C3CCCCC=3C(C(F)(F)F)=N2)C2N(C3C=CC(OC)=CC=3)C=CN=2)C=C(F)C=1.Cl.[Cl:42][C:43]1[CH:48]=[CH:47][C:46]([C:49]2[O:53][CH:52]=[N:51][C:50]=2[CH:54]([NH2:64])[CH2:55][C:56]2[CH:61]=[C:60]([F:62])[CH:59]=[C:58]([F:63])[CH:57]=2)=[CH:45][CH:44]=1.[F:65][C:66]1[CH:67]=[C:68]2[C:72](=[CH:73][CH:74]=1)[NH:71][CH:70]=[C:69]2[CH2:75][C:76](O)=[O:77]>>[Cl:42][C:43]1[CH:48]=[CH:47][C:46]([C:49]2[O:53][CH:52]=[N:51][C:50]=2[CH:54]([NH:64][C:76](=[O:77])[CH2:75][C:69]2[C:68]3[C:72](=[CH:73][CH:74]=[C:66]([F:65])[CH:67]=3)[NH:71][CH:70]=2)[CH2:55][C:56]2[CH:61]=[C:60]([F:62])[CH:59]=[C:58]([F:63])[CH:57]=2)=[CH:45][CH:44]=1 |f:1.2|. Procedure: The title compound was prepared according to the method presented for the synthesis of compound 5F of Example 5 utilizing 33G and 2-(5-fluoro-1H-indol-3-yl)acetic acid. 1H NMR (400 MHz, DMSO) δ 10.88 (s, 1H), 8.76 (d, J=8.3 Hz, 1H), 8.47 (s, 1H), 7.63 (d, J=7.9 Hz, 2H), 7.43 (d, J=8.0 Hz, 2H), 7.26 (dd, J=8.8, 4.6 Hz, 1H), 7.08 (d, J=12.4 Hz, 2H), 6.91-6.83 (m, 4H), 5.31 (d, J=7.9 Hz, 1H), 3.44 (s, 2H), 3.22-3.11 (m, 1H), 3.06 (dd, J=13.3, 7.0 Hz, 1H). MS (m/z) 510.1 [M+H]+. Reaction SMILES: [CH3:18][S:19]([CH3:20])=[O:21].[CH3:1][O:2][c:3]1[cH:4][cH:5][c:6](-[c:9]2[n:10][cH:11][c:12]([C:15](=[O:16])[OH:17])[cH:13][cH:14]2)[cH:7][n:8]1>>[O:2]=[c:3]1[cH:4][cH:5][c:6](-[c:9]2[n:10][cH:11][c:12]([C:15](=[O:16])[OH:17])[cH:13][cH:14]2)[cH:7][nH:8]1. The reactants are CS(C)=O, COc1ccc(-c2ccc(C(=O)O)cn2)cn1. Yields the product O=C(O)c1ccc(-c2ccc(=O)[nH]c2)nc1.